This data is from the Open Reaction Database (ORD), a public repository of structured organic reaction records. The task is: describe an organic reaction: reactants, conditions, products, and yield Reactants: O (water), [H-].[Na+] (sodium hydride), N1(N=NC=C1)CCCCC1=CC=C(C=C1)O (4-(4-[1,2,3]triazol-1-yl-butyl)-phenol), ClCC=1C(=NC(=CC1)C1=CC=C(C=C1)C(F)(F)F)C (3-chloromethyl-2-methyl-6-(4-trifluoromethyl-phenyl)-pyridine). Solvent: CN(C=O)C (N,N-dimethylformamide). Reaction conditions: temperature 0 celsius, time 30 minute. Yields the product CC1=NC(=CC=C1COC1=CC=C(C=C1)CCCCN1N=NC=C1)C1=CC=C(C=C1)C(F)(F)F (2-Methyl-3-[4-(4-[1,2,3]triazol-1-yl-butyl)-phenoxymethyl]-6-(4-trifluoromethyl-phenyl)-pyridine). Yield: 81.9%. As a reaction SMILES: [H-].[Na+].[N:3]1([CH2:8][CH2:9][CH2:10][CH2:11][C:12]2[CH:17]=[CH:16][C:15]([OH:18])=[CH:14][CH:13]=2)[CH:7]=[CH:6][N:5]=[N:4]1.Cl[CH2:20][C:21]1[C:22]([CH3:37])=[N:23][C:24]([C:27]2[CH:32]=[CH:31][C:30]([C:33]([F:36])([F:35])[F:34])=[CH:29][CH:28]=2)=[CH:25][CH:26]=1.O>CN(C)C=O>[CH3:37][C:22]1[C:21]([CH2:20][O:18][C:15]2[CH:14]=[CH:13][C:12]([CH2:11][CH2:10][CH2:9][CH2:8][N:3]3[CH:7]=[CH:6][N:5]=[N:4]3)=[CH:17][CH:16]=2)=[CH:26][CH:25]=[C:24]([C:27]2[CH:32]=[CH:31][C:30]([C:33]([F:35])([F:36])[F:34])=[CH:29][CH:28]=2)[N:23]=1 |f:0.1|. Procedure details: 14 mg (0.55 mmol) of 95% sodium hydride were added to at 0° C. to a solution of 109 mg (0.50 mmol) 4-(4-[1,2,3]triazol-1-yl-butyl)-phenol in 4.0 ml N,N-dimethylformamide and stirred for 30 min. at 0° C. 143 mg (0.50 mmol) 3-chloromethyl-2-methyl-6-(4-trifluoromethyl-phenyl)-pyridine were given to the reaction mixture and stirring continued at room temperature (r.t.) overnight. After addition of 8 ml water the mixture was stirred for 1 h, the formed precipitate isolated by filtration, washed twic... Starting materials: FC1=C(C#N)C=CC(=C1)C(\C=C\C1=CN=CN1C(C1=CC=CC=C1)(C1=CC=CC=C1)C1=CC=CC=C1)O (2-fluoro-4-[(2E)-1-hydroxy-3-(1-trityl-1H-imidazol-5-yl)prop-2-enyl]benzonitrile). The reagents and catalysts are [Pd] (palladium on carbon). Solvent: O (water). The product is FC1=C(C#N)C=CC(=C1)C(CCC1=CN=CN1C(C1=CC=CC=C1)(C1=CC=CC=C1)C1=CC=CC=C1)O (2-fluoro-4-[1-hydroxy-3-(1-trityl-1H-imidazol-5-yl)propyl]benzonitrile). Reaction SMILES: [F:1][C:2]1[CH:9]=[C:8]([CH:10]([OH:37])/[CH:11]=[CH:12]/[C:13]2[N:17]([C:18]([C:31]3[CH:36]=[CH:35][CH:34]=[CH:33][CH:32]=3)([C:25]3[CH:30]=[CH:29][CH:28]=[CH:27][CH:26]=3)[C:19]3[CH:24]=[CH:23][CH:22]=[CH:21][CH:20]=3)[CH:16]=[N:15][CH:14]=2)[CH:7]=[CH:6][C:3]=1[C:4]#[N:5]>[Pd].O>[F:1][C:2]1[CH:9]=[C:8]([CH:10]([OH:37])[CH2:11][CH2:12][C:13]2[N:17]([C:18]([C:19]3[CH:24]=[CH:23][CH:22]=[CH:21][CH:20]=3)([C:25]3[CH:26]=[CH:27][CH:28]=[CH:29][CH:30]=3)[C:31]3[CH:36]=[CH:35][CH:34]=[CH:33][CH:32]=3)[CH:16]=[N:15][CH:14]=2)[CH:7]=[CH:6][C:3]=1[C:4]#[N:5]. Procedure details: Product from Step F (8.93 g, 18.4 mmol), and 10% palladium on carbon (550 mg) were suspended in TBE (200 mL)/water (20 mL) and placed under a hydrogen atmosphere (1 atm) for 7 hours. The reaction solution was filtered through a Celite pad and concentrated in vacuo to provide the title compound as a white foam which was sufficiently pure for use in the next step.